This data is from the Open Reaction Database (ORD), a public repository of structured organic reaction records. The task is: describe an organic reaction: reactants, conditions, products, and yield The reactants are [Cl-].[Na+] (sodium chloride), NC1=C(C=C(C=C1)OC1=CC=CC=C1)SC(C(C(=O)O)O)C1=CC=C(C=C1)OC (3-(2-amino-5-phenoxyphenyl)thio-2-hydroxy-3-(4-methoxyphenyl)propionic acid), CN1CCOCC1 (N-methylmorpholine), C1(=CC=CC=C1)P(=O)(C1=CC=CC=C1)N=[N+]=[N-] (diphenylphosphorylazide). Solvent: CN(C=O)C (dimethylformamide). Conditions: time 30 minute. Yields the product O[C@@H]1[C@@H](SC2=C(NC1=O)C=CC(=C2)OC2=CC=CC=C2)C2=CC=C(C=C2)OC ((±)-Cis-2,3-dihydro-3-hydroxy-2-(4-methoxyphenyl)-8-phenoxy-1,5-benzothiazepin-4(5H)-one). Yield: 53.7%. RXN SMILES: [NH2:1][C:2]1[CH:7]=[CH:6][C:5]([O:8][C:9]2[CH:14]=[CH:13][CH:12]=[CH:11][CH:10]=2)=[CH:4][C:3]=1[S:15][CH:16]([C:22]1[CH:27]=[CH:26][C:25]([O:28][CH3:29])=[CH:24][CH:23]=1)[CH:17]([OH:21])[C:18](O)=[O:19].C1(P(N=[N+]=[N-])(C2C=CC=CC=2)=O)C=CC=CC=1.CN1CCOCC1.[Cl-].[Na+]>CN(C)C=O>[OH:21][C@H:17]1[C:18](=[O:19])[NH:1][C:2]2[CH:7]=[CH:6][C:5]([O:8][C:9]3[CH:14]=[CH:13][CH:12]=[CH:11][CH:10]=3)=[CH:4][C:3]=2[S:15][C@H:16]1[C:22]1[CH:27]=[CH:26][C:25]([O:28][CH3:29])=[CH:24][CH:23]=1 |f:3.4|. Procedure details: 2.2 g of 3-(2-amino-5-phenoxyphenyl)thio-2-hydroxy-3-(4-methoxyphenyl)propionic acid [prepared as described in step (b) above] were dissolved in 11 ml of dimethylformamide, and 1.38 ml of diphenylphosphorylazide was added, whilst ice-cooling, the mixture was then stirred for 30 minutes. At the end to this time, 1.38 ml of N-methylmorpholine was added to the mixture, which was then stirred at the same temperature for 30 minutes, and then at room temperature for 2 hours. After this, an aqueous sol... Reaction SMILES: [CH2:56]([c:57]1[cH:58][cH:59][cH:60][cH:61][cH:62]1)[CH:63]1[N:64]([C:69]([CH2:70][O:71][CH2:72][CH3:73])=[O:74])[C:65](=[O:68])[O:66][CH2:67]1.[CH3:1][O:2][c:3]1[cH:4][c:5]([CH:6]=[O:7])[cH:8][cH:9][c:10]1[O:11][CH2:12][CH2:13][c:14]1[n:15][c:16](-[c:20]2[cH:21][cH:22][cH:23][cH:24][cH:25]2)[o:17][c:18]1[CH3:19].[CH3:37][c:38]1[o:39][c:40](-[c:41]2[cH:42][cH:43][cH:44][cH:45][cH:46]2)[n:47][c:48]1[CH2:49][CH2:50][O:51][S:52]([CH3:53])(=[O:54])=[O:55].[OH:26][c:27]1[cH:28][cH:29][c:30]([CH:31]=[O:32])[cH:33][c:34]1[O:35][CH3:36]>>[CH3:1][O:2][c:3]1[cH:4][c:5]([CH:6]([OH:7])[CH:70]([C:69]([N:64]2[CH:63]([CH2:56][c:57]3[cH:58][cH:59][cH:60][cH:61][cH:62]3)[CH2:67][O:66][C:65]2=[O:68])=[O:74])[O:71][CH2:72][CH3:73])[cH:8][cH:9][c:10]1[O:11][CH2:12][CH2:13][c:14]1[n:15][c:16](-[c:20]2[cH:21][cH:22][cH:23][cH:24][cH:25]2)[o:17][c:18]1[CH3:19]. Product: CCOC(C(=O)N1C(=O)OCC1Cc1ccccc1)C(O)c1ccc(OCCc2nc(-c3ccccc3)oc2C)c(OC)c1. Reactants: CCOCC(=O)N1C(=O)OCC1Cc1ccccc1, COc1cc(C=O)ccc1OCCc1nc(-c2ccccc2)oc1C, Cc1oc(-c2ccccc2)nc1CCOS(C)(=O)=O, COc1cc(C=O)ccc1O. The reactants are BrC=1C=C(C=CC1)N1C=NC2=C1C=CC(=C2)C=O (1-(3-Bromophenyl)-5-formylbenzimidazole), Cl.O(C)N (methoxylamine hydrochloride), C([O-])(O)=O.[Na+] (Sodium bicarbonate). Solvent: C(C)O (ethanol). Reaction conditions: temperature 70 celsius, time 2 hour. Yields the product CON=CC1=CC2=C(N(C=N2)C2=CC(=CC=C2)Br)C=C1 (1-(3-Bromophenyl)-5-formylbenzimidazole O-methyl oxime). RXN SMILES: [Br:1][C:2]1[CH:3]=[C:4]([N:8]2[C:12]3[CH:13]=[CH:14][C:15]([CH:17]=O)=[CH:16][C:11]=3[N:10]=[CH:9]2)[CH:5]=[CH:6][CH:7]=1.Cl.[O:20]([NH2:22])[CH3:21].C(=O)(O)[O-].[Na+]>C(O)C>[CH3:21][O:20][N:22]=[CH:17][C:15]1[CH:14]=[CH:13][C:12]2[N:8]([C:4]3[CH:5]=[CH:6][CH:7]=[C:2]([Br:1])[CH:3]=3)[CH:9]=[N:10][C:11]=2[CH:16]=1 |f:1.2,3.4|. Procedure details: To a suspension of 28 from Example 7 (2.95 g, 9.8 mmol) in abs. ethanol (100 ml) is added methoxylamine hydrochloride (1.23 g, 14.7 mmol) and the mixture is heated to 70° C. Sodium bicarbonate (1.23 g, 14.7 mmol) is added in portions over 20 min. Following the addition the mixture is stirred at 70° C. for additionally 2 hours. After cooling the solvent is removed under reduced pressure. Water is added to the residue and the product is filtered off, washed with water and dried. Yield: 2.77 g (86%... The product is Cc1nn2ncc(C)c2[nH]1, Cc1cnn2nc(C)n(Cc3ccc(-c4ccccc4-c4nnnn4C(c4ccccc4)(c4ccccc4)c4ccccc4)cc3)c12. The reactants are Cc1nc2c(C)cn(Cc3ccc(-c4ccccc4-c4nnnn4C(c4ccccc4)(c4ccccc4)c4ccccc4)cc3)n2n1, Cc1cnn2nc(C)n(Cc3ccc(-c4ccccc4-c4nnnn4C(c4ccccc4)(c4ccccc4)c4ccccc4)cc3)c12. RXN SMILES: [CH3:1][c:2]1[n:3][c:4]2[n:5]([n:6]1)[n:7]([CH2:11][c:12]1[cH:13][cH:14][c:15](-[c:16]3[cH:17][cH:18][cH:19][cH:20][c:21]3-[c:22]3[n:23]([C:24]([c:25]4[cH:26][cH:27][cH:28][cH:29][cH:30]4)([c:31]4[cH:32][cH:33][cH:34][cH:35][cH:36]4)[c:37]4[cH:38][cH:39][cH:40][cH:41][cH:42]4)[n:43][n:44][n:45]3)[cH:46][cH:47]1)[cH:8][c:9]2[CH3:10].[CH3:48][c:49]1[n:50]([CH2:58][c:59]2[cH:60][cH:61][c:62](-[c:65]3[c:66](-[c:71]4[n:72][n:73][n:74][n:75]4[C:76]([c:77]4[cH:78][cH:79][cH:80][cH:81][cH:82]4)([c:83]4[cH:84][cH:85][cH:86][cH:87][cH:88]4)[c:89]4[cH:90][cH:91][cH:92][cH:93][cH:94]4)[cH:67][cH:68][cH:69][cH:70]3)[cH:63][cH:64]2)[c:51]2[n:52]([n:53]1)[n:54][cH:55][c:56]2[CH3:57]>>[CH3:1][c:2]1[nH:3][c:4]2[n:5]([n:6]1)[n:7][cH:8][c:9]2[CH3:10].[CH3:48][c:49]1[n:50]([CH2:58][c:59]2[cH:60][cH:61][c:62](-[c:65]3[c:66](-[c:71]4[n:72][n:73][n:74][n:75]4[C:76]([c:77]4[cH:78][cH:79][cH:80][cH:81][cH:82]4)([c:83]4[cH:84][cH:85][cH:86][cH:87][cH:88]4)[c:89]4[cH:90][cH:91][cH:92][cH:93][cH:94]4)[cH:67][cH:68][cH:69][cH:70]3)[cH:63][cH:64]2)[c:51]2[n:52]([n:53]1)[n:54][cH:55][c:56]2[CH3:57]. The reactants are C1CCOC1, COC(=O)c1sc(C(=O)NC(C)c2cccc(O)c2)cc1C, [Li+], [OH-], O, O. Yields the product Cc1cc(C(=O)NC(C)c2cccc(O)c2)sc1C(=O)O. RXN SMILES: [CH2:26]1[O:27][CH2:28][CH2:29][CH2:30]1.[CH3:1][O:2][C:3](=[O:4])[c:5]1[s:6][c:7]([C:11]([NH:12][CH:13]([CH3:14])[c:15]2[cH:16][c:17]([OH:21])[cH:18][cH:19][cH:20]2)=[O:22])[cH:8][c:9]1[CH3:10].[Li+:24].[OH-:23].[OH2:25].[OH2:31]>>[O:2]=[C:3]([OH:4])[c:5]1[s:6][c:7]([C:11]([NH:12][CH:13]([CH3:14])[c:15]2[cH:16][c:17]([OH:21])[cH:18][cH:19][cH:20]2)=[O:22])[cH:8][c:9]1[CH3:10]. Reactants: O=C1Nc2cccnc2N(C(=O)Cl)c2ccccc21, NCCN1CCCC(CN2CCCCC2)C1. Yields the product O=C1Nc2cccnc2N(C(=O)NCCN2CCCC(CN3CCCCC3)C2)c2ccccc21. RXN SMILES: [Cl:1][C:2](=[O:3])[N:4]1[c:5]2[c:6]([cH:16][cH:17][cH:18][n:19]2)[NH:7][C:8](=[O:15])[c:9]2[c:10]1[cH:11][cH:12][cH:13][cH:14]2.[N:20]1([CH2:26][CH:27]2[CH2:28][N:29]([CH2:33][CH2:34][NH2:35])[CH2:30][CH2:31][CH2:32]2)[CH2:21][CH2:22][CH2:23][CH2:24][CH2:25]1>>[C:2](=[O:3])([N:4]1[c:5]2[c:6]([cH:16][cH:17][cH:18][n:19]2)[NH:7][C:8](=[O:15])[c:9]2[c:10]1[cH:11][cH:12][cH:13][cH:14]2)[NH:35][CH2:34][CH2:33][N:29]1[CH2:28][CH:27]([CH2:26][N:20]2[CH2:21][CH2:22][CH2:23][CH2:24][CH2:25]2)[CH2:32][CH2:31][CH2:30]1. The reactants are N1(CCNCC1)C1=CC=C(C=C1)OC (4-(piperazin-1-yl)anisole), Cl.ClC1=CC=NC=C1 (4-chloropyridine hydrochloride), N (ammonia). The solvent is O (water). Product: N1=CC=C(C=C1)N1CCN(CC1)C1=CC=C(C=C1)OC (4-[4-(4-pyridyl)-piperazin-1-yl]anisole). Isolated yield 31.0%. RXN SMILES: [N:1]1([C:7]2[CH:12]=[CH:11][C:10]([O:13][CH3:14])=[CH:9][CH:8]=2)[CH2:6][CH2:5][NH:4][CH2:3][CH2:2]1.Cl.Cl[C:17]1[CH:22]=[CH:21][N:20]=[CH:19][CH:18]=1.N>O>[N:20]1[CH:21]=[CH:22][C:17]([N:4]2[CH2:3][CH2:2][N:1]([C:7]3[CH:8]=[CH:9][C:10]([O:13][CH3:14])=[CH:11][CH:12]=3)[CH2:6][CH2:5]2)=[CH:18][CH:19]=1 |f:1.2|. Procedure: 4-(piperazin-1-yl)anisole (4.24 g) and 4-chloropyridine hydrochloride (3.35 g) were intimately mixed and heated at 160°-170° C. (bath temperature) for 7 minutes. The solid obtained on cooling was dissolved in water (75 ml) and the solution basified with aqueous ammonia. The solid precipitate was extracted into ethyl acetate and the organic extract washed with water, filtered through phase separating paper (Whatman 1PS) and evaporated. The residue was recrystallised from ethanol to give 4-[4-(4-p... Starting materials: COC(CC(CCOC)N)=O (Methyl-5-methoxy-3-aminovalerate), Cl.NN=CC1=CC=C(C=C1)NC(CCC(=O)O)=O (4-[[4-(Aminoiminomethyl)phenyl]amino]-4-oxobutanoic acid hydrochloride), CN1CCOCC1 (N-methylmorpholine), ClC(=O)OCC(C)C (isobutyl chloroformate), CN(C)C1=NC=CC=C1 (dimethylaminopyridine). Run in CN(C)C=O (DMF). Reaction conditions: time 5 minute. Product: COC(CC(C(C)OC)NC(CCC(=O)NC1=CC=C(C=C1)C=NN)=O)=O (methyl3-[[4-[[4-(aminoiminomethyl)phenyl]-amino]-1,4-dioxobutyl]amino]-4-methoxypentanoate). Isolated yield 40.0%. As a reaction SMILES: Cl.[NH2:2][N:3]=[CH:4][C:5]1[CH:10]=[CH:9][C:8]([NH:11][C:12](=[O:18])[CH2:13][CH2:14][C:15]([OH:17])=O)=[CH:7][CH:6]=1.CN1CC[O:23][CH2:22]C1.ClC(OCC(C)C)=O.[CH3:34][O:35][C:36](=[O:44])[CH2:37][CH:38]([NH2:43])[CH2:39][CH2:40]OC.CN(C1C=CC=CN=1)C>CN(C=O)C>[CH3:34][O:35][C:36](=[O:44])[CH2:37][CH:38]([NH:43][C:15](=[O:17])[CH2:14][CH2:13][C:12]([NH:11][C:8]1[CH:7]=[CH:6][C:5]([CH:4]=[N:3][NH2:2])=[CH:10][CH:9]=1)=[O:18])[CH:39]([O:23][CH3:22])[CH3:40] |f:0.1|. Procedure details: 4-[[4-(Aminoiminomethyl)phenyl]amino]-4-oxobutanoic acid hydrochloride prepared in Example 1, Step 1 (5.0 g, 18.5 mmol) was added to dry DMF (250 ml) followed by N-methylmorpholine (1.7 g, 18.5 mmol) and isobutyl chloroformate (2.8 g, 17 mmol) at 25° C. The mixture was stirred for 5 min. Methyl-5-methoxy-3-aminovalerate (3.0 g, 18.5 mmol) was added followed by dimethylaminopyridine. After 1 h, the solvent was removed under reduced pressure and the product purified by reverse phase chromatography... The reactants are CN1CCN(S(=O)(=O)c2cccc(Br)c2)CC1, O=C([O-])[O-], COc1ccc(Cl)c(-c2cc(C)c3nc(N)nnc3c2)c1, [Cs+], [Cs+], C1COCCO1, O=C(C=Cc1ccccc1)C=Cc1ccccc1, O=C(C=Cc1ccccc1)C=Cc1ccccc1, O=C(C=Cc1ccccc1)C=Cc1ccccc1, [Pd], [Pd]. Yields the product COc1ccc(Cl)c(-c2cc(C)c3nc(Nc4cccc(S(=O)(=O)N5CCN(C)CC5)c4)nnc3c2)c1. As a reaction SMILES: [Br:22][c:23]1[cH:24][c:25]([S:29](=[O:30])(=[O:31])[N:32]2[CH2:33][CH2:34][N:35]([CH3:38])[CH2:36][CH2:37]2)[cH:26][cH:27][cH:28]1.[C:39](=[O:40])([O-:41])[O-:42].[Cl:1][c:2]1[c:3](-[c:10]2[cH:11][c:12]3[c:13]([n:14][c:15]([NH2:18])[n:16][n:17]3)[c:19]([CH3:21])[cH:20]2)[cH:4][c:5]([O:8][CH3:9])[cH:6][cH:7]1.[Cs+:43].[Cs+:44].[O:45]1[CH2:46][CH2:47][O:48][CH2:49][CH2:50]1.[O:53]=[C:54]([CH:55]=[CH:56][c:57]1[cH:58][cH:59][cH:60][cH:61][cH:62]1)[CH:63]=[CH:64][c:65]1[cH:66][cH:67][cH:68][cH:69][cH:70]1.[O:71]=[C:72]([CH:73]=[CH:74][c:75]1[cH:76][cH:77][cH:78][cH:79][cH:80]1)[CH:81]=[CH:82][c:83]1[cH:84][cH:85][cH:86][cH:87][cH:88]1.[O:89]=[C:90]([CH:91]=[CH:92][c:93]1[cH:94][cH:95][cH:96][cH:97][cH:98]1)[CH:99]=[CH:100][c:101]1[cH:102][cH:103][cH:104][cH:105][cH:106]1.[Pd:51].[Pd:52]>>[Cl:1][c:2]1[c:3](-[c:10]2[cH:11][c:12]3[c:13]([n:14][c:15]([NH:18][c:23]4[cH:24][c:25]([S:29](=[O:30])(=[O:31])[N:32]5[CH2:33][CH2:34][N:35]([CH3:38])[CH2:36][CH2:37]5)[cH:26][cH:27][cH:28]4)[n:16][n:17]3)[c:19]([CH3:21])[cH:20]2)[cH:4][c:5]([O:8][CH3:9])[cH:6][cH:7]1. Reactants: [Al+3], [Al+3], CNC(=O)CC(c1ccc(Cl)cc1)c1ccc(Br)cc1, CCOCC, [Cl-], [Cl-], [Cl-], [H-], [H-], [H-], [H-], [Li+]. Yields the product CNCCC(c1ccc(Cl)cc1)c1ccc(Br)cc1. As a reaction SMILES: [Al+3:22].[Al+3:28].[Br:1][c:2]1[cH:3][cH:4][c:5]([CH:8]([CH2:9][C:10](=[O:11])[NH:12][CH3:13])[c:14]2[cH:15][cH:16][c:17]([Cl:20])[cH:18][cH:19]2)[cH:6][cH:7]1.[CH3:31][CH2:32][O:33][CH2:34][CH3:35].[Cl-:27].[Cl-:29].[Cl-:30].[H-:21].[H-:24].[H-:25].[H-:26].[Li+:23]>>[Br:1][c:2]1[cH:3][cH:4][c:5]([CH:8]([CH2:9][CH2:10][NH:12][CH3:13])[c:14]2[cH:15][cH:16][c:17]([Cl:20])[cH:18][cH:19]2)[cH:6][cH:7]1.